From a dataset of the Open Reaction Database (ORD), a public repository of structured organic reaction records. describe an organic reaction: reactants, conditions, products, and yield The reactants are C1(=CC=CC=2C3=CC=CC=C3CC12)CO (1-fluorenemethanol), C(CCC)[Li] (butyl lithium), C(C)(=O)OCC (ethyl acetate), IC (iodomethane). Run in C1CCOC1 (THF), CCCCCC (hexane). Product: COCC1=CC=CC=2C3=CC=CC=C3CC12 (1-methoxymethylfluorene). Yield: 83.6%. As a reaction SMILES: [C:1]1([CH2:14][OH:15])[C:13]2[CH2:12][C:11]3[C:6](=[CH:7][CH:8]=[CH:9][CH:10]=3)[C:5]=2[CH:4]=[CH:3][CH:2]=1.[CH2:16]([Li])CCC.IC.C(OCC)(=O)C>C1COCC1.CCCCCC>[CH3:16][O:15][CH2:14][C:1]1[C:13]2[CH2:12][C:11]3[C:6](=[CH:7][CH:8]=[CH:9][CH:10]=3)[C:5]=2[CH:4]=[CH:3][CH:2]=1. Procedure details: A solution of 1-fluorenemethanol (5.0 g, 25.6 mmol) in 50 mL of THF was charged with butyl lithium solution (11.0 mL, 26.0 mmol) at -78° C. After 15 min of stirring iodomethane (25.1 g, 176.1 mmol) was introduced. The reaction mixture was stirrer for 3 days at room temperature. The reaction was monitored by TLC (silica, 25% ethyl acetate in hexane). As soon as no more starting material was detected the reaction was quenched with water (30 mL). The organic layer was separated, washed with water, ... Starting materials: CN(C)C=O, COC(=O)CC(=O)CCl, [H-], [Na+], O, O=C1Nc2cccnc2Nc2ccccc21. The product is COC(=O)CC(=O)CN1C(=O)c2ccccc2Nc2ncccc21. As a reaction SMILES: [CH3:29][N:30]([CH3:31])[CH:32]=[O:33].[Cl:19][CH2:20][C:21]([CH2:22][C:23](=[O:24])[O:25][CH3:26])=[O:27].[H-:17].[Na+:18].[OH2:28].[n:1]1[cH:2][cH:3][cH:4][c:5]2[c:11]1[NH:10][c:9]1[c:8]([cH:15][cH:14][cH:13][cH:12]1)[C:7](=[O:16])[NH:6]2>>[n:1]1[cH:2][cH:3][cH:4][c:5]2[c:11]1[NH:10][c:9]1[c:8]([cH:15][cH:14][cH:13][cH:12]1)[C:7](=[O:16])[N:6]2[CH2:20][C:21]([CH2:22][C:23](=[O:24])[O:25][CH3:26])=[O:27]. The reactants are [BH4-].[Na+] (NaBH4), NC[C@H]1CN(CC1)C[C@H](O)C1=C(C=NC2=CC=C(N=C12)OC)F ((1R)-2-[(3S)-3-(aminomethyl)-1-pyrrolidinyl]-1-[3-fluoro-6-(methyloxy)-1,5-naphthyridin-4-yl]ethanol), O=C1NC2=C(SC1)C=CC(=N2)C=O (3-oxo-3,4-dihydro-2H-pyrido[3,2-b][1,4]thiazine-6-carboxaldehyde), [O-]S(=O)(=O)[O-].[Na+].[Na+] (Na2SO4). Reaction conditions: time 18 hour. Run in C(Cl)Cl (CH2Cl2), CCO (EtOH). Procedure: To a stirred solution of (1R)-2-[(3S)-3-(aminomethyl)-1-pyrrolidinyl]-1-[3-fluoro-6-(methyloxy)-1,5-naphthyridin-4-yl]ethanol (90 mg, 0.28 mmol) in dry CH2Cl2 (2 mL) and dry EtOH (2 mL) was added 3-oxo-3,4-dihydro-2H-pyrido[3,2-b][1,4]thiazine-6-carboxaldehyde (55 mg, 0.28 mmol) along with Na2SO4 (350 mg, 2.46 mmol). After 18 h at room temperature, NaBH4 (24 mg, 0.56 mmol) was added. After 2 h, the solution wa partitioned between ethyl acetate and the aqueous solution of sodium bicarbonate. The ... Isolated yield 3.6%. RXN SMILES: [NH2:1][CH2:2][C@@H:3]1[CH2:7][CH2:6][N:5]([CH2:8][C@@H:9]([C:11]2[C:20]3[C:15](=[CH:16][CH:17]=[C:18]([O:21][CH3:22])[N:19]=3)[N:14]=[CH:13][C:12]=2[F:23])[OH:10])[CH2:4]1.[O:24]=[C:25]1[CH2:30][S:29][C:28]2[CH:31]=[CH:32][C:33]([CH:35]=O)=[N:34][C:27]=2[NH:26]1.[O-]S([O-])(=O)=O.[Na+].[Na+].[BH4-].[Na+]>C(Cl)Cl.CCO>[F:23][C:12]1[CH:13]=[N:14][C:15]2[C:20]([C:11]=1[C@@H:9]([OH:10])[CH2:8][N:5]1[CH2:6][CH2:7][C@@H:3]([CH2:2][NH:1][CH2:35][C:33]3[CH:32]=[CH:31][C:28]4[S:29][CH2:30][C:25](=[O:24])[NH:26][C:27]=4[N:34]=3)[CH2:4]1)=[N:19][C:18]([O:21][CH3:22])=[CH:17][CH:16]=2 |f:2.3.4,5.6|. Yields the product FC=1C=NC2=CC=C(N=C2C1[C@H](CN1C[C@@H](CC1)CNCC=1C=CC=2SCC(NC2N1)=O)O)OC (6-({[((3S)-1-{(2R)-2-[3-fluoro-6-(methyloxy)-1,5-naphthyridin-4-yl]-2-hydroxyethyl}-3-pyrrolidinyl)methyl]amino}methyl)-2H-pyrido[3,2-b][1,4]thiazin-3(4H)-one). Run in C(Cl)Cl (CH2Cl2). The product is ClC1=CC(=CC(=C1)O[Si](C)(C)C(C)(C)C)Cl (1,3-Dichloro-5-(tert-butyldimethylsilyloxy)benzene). Run at time 6 hour. Reaction SMILES: [Cl:1][C:2]1[CH:3]=[C:4]([OH:9])[CH:5]=[C:6]([Cl:8])[CH:7]=1.[Si:10](Cl)([C:13]([CH3:16])([CH3:15])[CH3:14])([CH3:12])[CH3:11]>CN(C)C1C=CN=CC=1.C(Cl)Cl>[Cl:1][C:2]1[CH:3]=[C:4]([O:9][Si:10]([C:13]([CH3:16])([CH3:15])[CH3:14])([CH3:12])[CH3:11])[CH:5]=[C:6]([Cl:8])[CH:7]=1. Procedure details: To a solution of CH2Cl6 (60 mL) and 3,5-dichlorophenol (5.0 g 30 mmol) was added tert-butyldimethylsilyl chloride (5.54 g, 36 mmol), N,N-diisoprpylethylamine (8.0 mL, 46 mmol) and a catalytic amount of 4-dimethylaminopyridine. The initially exothermic solution was stirred at ambient temperature for 6 h then diluted with CH2Cl2 (40 mL). The mixture was washed consecutively with 10% aqueous HCl (50 mL), saturated aqueous NaHCO3 (50 mL), and brine (50 mL). the organic phase was dried over anhydrous... The reagents and catalysts are CN(C1=CC=NC=C1)C (4-dimethylaminopyridine). Starting materials: CH2Cl6, ClC=1C=C(C=C(C1)Cl)O (3,5-dichlorophenol), [Si](C)(C)(C(C)(C)C)Cl (tert-butyldimethylsilyl chloride).